From a dataset of the Open Reaction Database (ORD), a public repository of structured organic reaction records. describe an organic reaction: reactants, conditions, products, and yield Reactants: CC(Br)C(=O)Cl, CC#N, CCOCC, ClCCl, I, C[N+](C)(CC=CC1=C(C(=O)[O-])N2C(=O)C(N)C2SC1)CC(N)=O, O. Product: CC(Br)C(=O)NC1C(=O)N2C(C(=O)[O-])=C(C=CC[N+](C)(C)CC(N)=O)CSC12. Reaction SMILES: [Br:25][CH:26]([C:27](=[O:28])[Cl:29])[CH3:30].[C:37](#[N:38])[CH3:39].[CH3:31][CH2:32][O:33][CH2:34][CH3:35].[Cl:40][CH2:41][Cl:42].[IH:1].[NH2:2][CH:3]1[CH:4]2[S:5][CH2:6][C:7]([CH:15]=[CH:16][CH2:17][N+:18]([CH3:19])([CH3:20])[CH2:21][C:22]([NH2:23])=[O:24])=[C:8]([C:12](=[O:13])[O-:14])[N:9]2[C:10]1=[O:11].[OH2:36]>>[NH:2]([CH:3]1[CH:4]2[S:5][CH2:6][C:7]([CH:15]=[CH:16][CH2:17][N+:18]([CH3:19])([CH3:20])[CH2:21][C:22]([NH2:23])=[O:24])=[C:8]([C:12](=[O:13])[O-:14])[N:9]2[C:10]1=[O:11])[C:27]([CH:26]([Br:25])[CH3:30])=[O:28]. The reactants are Brc1ccc(OC2CCCCC2)cc1, CC(C)(C)[O-], CC(=O)C1CCC1, [K+], O=C(C=Cc1ccccc1)C=Cc1ccccc1, O=C(C=Cc1ccccc1)C=Cc1ccccc1, O=C(C=Cc1ccccc1)C=Cc1ccccc1, [Pd], [Pd]. Product: O=C(Cc1ccc(OC2CCCCC2)cc1)C1CCC1. Reaction SMILES: [Br:1][c:2]1[cH:3][cH:4][c:5]([O:8][CH:9]2[CH2:10][CH2:11][CH2:12][CH2:13][CH2:14]2)[cH:6][cH:7]1.[CH3:22][C:23]([CH3:24])([O-:25])[CH3:26].[CH:15]1([C:19](=[O:20])[CH3:21])[CH2:16][CH2:17][CH2:18]1.[K+:27].[O:30]=[C:31]([CH:32]=[CH:33][c:34]1[cH:35][cH:36][cH:37][cH:38][cH:39]1)[CH:40]=[CH:41][c:42]1[cH:43][cH:44][cH:45][cH:46][cH:47]1.[O:48]=[C:49]([CH:50]=[CH:51][c:52]1[cH:53][cH:54][cH:55][cH:56][cH:57]1)[CH:58]=[CH:59][c:60]1[cH:61][cH:62][cH:63][cH:64][cH:65]1.[O:66]=[C:67]([CH:68]=[CH:69][c:70]1[cH:71][cH:72][cH:73][cH:74][cH:75]1)[CH:76]=[CH:77][c:78]1[cH:79][cH:80][cH:81][cH:82][cH:83]1.[Pd:28].[Pd:29]>>[c:2]1([CH2:21][C:19]([CH:15]2[CH2:16][CH2:17][CH2:18]2)=[O:20])[cH:3][cH:4][c:5]([O:8][CH:9]2[CH2:10][CH2:11][CH2:12][CH2:13][CH2:14]2)[cH:6][cH:7]1. Starting materials: ClCC=1OC=C(N1)C(=O)OC (methyl 2-(chloromethyl)oxazole-4-carboxylate), C[Mg]Cl (methylmagnesium chloride), solution, C1CCOC1 (THF), C1CCOC1 (THF), N#N (N2), ice, [NH4+].[Cl-] (NH4Cl). Conditions: temperature 0 celsius, time 1.5 hour. Yields the product ClCC=1OC=C(N1)C(C)(C)O (2-(2-(Chloromethyl)oxazol-4-yl)propan-2-ol). As a reaction SMILES: N#N.ClCC1OC=[C:8]([C:10]([O:12]C)=O)N=1.[CH3:14][Mg]Cl.[NH4+:17].[Cl-:18].[CH2:19]1[CH2:23][O:22][CH2:21][CH2:20]1>>[Cl:18][CH2:19][C:23]1[O:22][CH:21]=[C:20]([C:10]([OH:12])([CH3:8])[CH3:14])[N:17]=1 |f:3.4|. Reported procedure: In a flame dried round-bottomed flask equipped with a magnetic stir bar and under inert atmosphere (N2), a solution of methyl 2-(chloromethyl)oxazole-4-carboxylate (Organic Process Research & Development 2001, 5, 37-44) (13.00 g, 74.04 mmol) in THF (433 mL) was treated dropwise at 0° C. with methylmagnesium chloride (51.8 mL of a 3.0 M solution in THF, 155.49 mmol) and the resulting orange solution was stirred for 1.5 h at 0° C. The reaction mixture was carefully poured over an ice-chilled sat. ... Reactants: CO, Cc1cc([N+](=O)[O-])cnc1-c1ccc(F)cc1F. The product is Cc1cc(N)cnc1-c1ccc(F)cc1F. As a reaction SMILES: [CH3:19][OH:20].[F:1][c:2]1[c:3](-[c:9]2[n:10][cH:11][c:12]([N+:16]([O-:17])=[O:18])[cH:13][c:14]2[CH3:15])[cH:4][cH:5][c:6]([F:8])[cH:7]1>>[F:1][c:2]1[c:3](-[c:9]2[n:10][cH:11][c:12]([NH2:16])[cH:13][c:14]2[CH3:15])[cH:4][cH:5][c:6]([F:8])[cH:7]1. The reactants are COC(=O)C1CN(C(C1)=O)C1=CC=C(C=C1)OCC1=CC(=CC=C1)F ([Rac] 1-[4-(3-fluoro-benzyloxy)-phenyl]-5-oxo-pyrrolidine-3-carboxylic acid methyl ester), solution, [OH-].[Na+] (sodium hydroxide), Cl (hydrochloric acid). Solvent: O1CCCC1 (tetrahydrofuran), C1CCOC1 (THF). Run at temperature 50 celsius. Product: FC=1C=C(COC2=CC=C(C=C2)N2CC(CC2=O)C(=O)O)C=CC1 ((RS)-1-[4-(3-Fluoro-benzyloxy)-phenyl]-5-oxo-pyrrolidine-3-carboxylic acid). RXN SMILES: C[O:2][C:3]([CH:5]1[CH2:9][C:8](=[O:10])[N:7]([C:11]2[CH:16]=[CH:15][C:14]([O:17][CH2:18][C:19]3[CH:24]=[CH:23][CH:22]=[C:21]([F:25])[CH:20]=3)=[CH:13][CH:12]=2)[CH2:6]1)=[O:4].[OH-].[Na+].Cl>C1COCC1>[F:25][C:21]1[CH:20]=[C:19]([CH:24]=[CH:23][CH:22]=1)[CH2:18][O:17][C:14]1[CH:13]=[CH:12][C:11]([N:7]2[C:8](=[O:10])[CH2:9][CH:5]([C:3]([OH:4])=[O:2])[CH2:6]2)=[CH:16][CH:15]=1 |f:1.2|. Procedure details: 3.5 g (10.2 mmol) of [Rac] 1-[4-(3-fluoro-benzyloxy)-phenyl]-5-oxo-pyrrolidine-3-carboxylic acid methyl ester (Example 1d) are dispersed in 11.2 ml of a 1N solution of sodium hydroxide, and tetrahydrofuran is added to such an extent that a clear solution is obtained. Thereupon, the reaction mixture is heated to 50° C. during 1 h. For the working-up, the cooled solution is treated with 11.2 ml of 1N hydrochloric acid and THF evaporated under reduced pressure while the product starts to precipitat... Reagents/catalysts: C=1C=CC(=CC1)[P](C=2C=CC=CC2)(C=3C=CC=CC3)[Pd]([P](C=4C=CC=CC4)(C=5C=CC=CC5)C=6C=CC=CC6)([P](C=7C=CC=CC7)(C=8C=CC=CC8)C=9C=CC=CC9)[P](C=1C=CC=CC1)(C=1C=CC=CC1)C=1C=CC=CC1 (Pd(PPh3)4). Isolated yield 80.8%. Starting materials: FC(C=1C=C(C=CC1)NC(=O)C=1C=C2C(=NN=C(C2=CC1)OC)I)(F)F (4-iodo-1-methoxy-phthalazine-6-carboxylic acid (3-trifluoromethyl-phenyl)-amide), C(=O)([O-])[O-].[K+].[K+] (K2CO3), O (water), C1(=CC=CC=C1)B(O)O (phenylboronic acid). Reaction SMILES: [F:1][C:2]([F:26])([F:25])[C:3]1[CH:4]=[C:5]([NH:9][C:10]([C:12]2[CH:13]=[C:14]3[C:19](=[CH:20][CH:21]=2)[C:18]([O:22][CH3:23])=[N:17][N:16]=[C:15]3I)=[O:11])[CH:6]=[CH:7][CH:8]=1.C([O-])([O-])=O.[K+].[K+].O.[C:34]1(B(O)O)[CH:39]=[CH:38][CH:37]=[CH:36][CH:35]=1>C1C=CC([P]([Pd]([P](C2C=CC=CC=2)(C2C=CC=CC=2)C2C=CC=CC=2)([P](C2C=CC=CC=2)(C2C=CC=CC=2)C2C=CC=CC=2)[P](C2C=CC=CC=2)(C2C=CC=CC=2)C2C=CC=CC=2)(C2C=CC=CC=2)C2C=CC=CC=2)=CC=1.CO.C1(C)C=CC=CC=1>[F:1][C:2]([F:26])([F:25])[C:3]1[CH:4]=[C:5]([NH:9][C:10]([C:12]2[CH:13]=[C:14]3[C:19](=[CH:20][CH:21]=2)[C:18]([O:22][CH3:23])=[N:17][N:16]=[C:15]3[C:34]2[CH:39]=[CH:38][CH:37]=[CH:36][CH:35]=2)=[O:11])[CH:6]=[CH:7][CH:8]=1 |f:1.2.3,^1:46,48,67,86|. Reaction conditions: temperature 65 celsius. The solvent is CO (methanol), C1(=CC=CC=C1)C (toluene). Procedure: A mixture of 4-iodo-1-methoxy-phthalazine-6-carboxylic acid (3-trifluoromethyl-phenyl)-amide (0.123 g, 0.26 mmol), K2CO3 (0.072 g, 0.52 mmol), water (0.5 mL), toluene (3 mL), methanol (3 mL), phenylboronic acid (0.035 g, 0.286 mmol), Pd(PPh3)4 (0.09 g, 0.078 mmol) was heated to 65° C. for 1 hour. The reaction was cooled, filtered through celite, rinsed with methanol and concentrated. The residue was taken up in EtOAc, washed with sat. aq. NaHCO3 and dried (Na2SO4). Chromatography (Hex/EtOAc) aff... Product: FC(C=1C=C(C=CC1)NC(=O)C=1C=C2C(=NN=C(C2=CC1)OC)C1=CC=CC=C1)(F)F (1-methoxy-4-phenyl-phthalazine-6-carboxylic acid (3-trifluoromethyl-phenyl)-amide). Starting materials: ClC1=NC=C2C=C(C(N(C2=C1)CC)=O)C=1C(=CC(=C(C1)NC(=O)NC1=CC(=C(C=C1)F)CN1CCN(CC1)C)F)C (1-(5-(7-chloro-1-ethyl-2-oxo-1,2-dihydro-1,6-naphthyridin-3-yl)-2-fluoro-4-methylphenyl)-3-(4-fluoro-3-((4-methylpiperazin-1-yl)methyl)phenyl)urea), C(=O)N (formamide), C(=O)([O-])[O-].[K+].[K+] (K2CO3). Reagents/catalysts: CC(C)C1=CC(=C(C(=C1)C(C)C)C2=C(C=CC(=C2P(C3CCCCC3)C4CCCCC4)OC)OC)C(C)C.C1=CC=C([C-]=C1)CCN.Cl[Pd+] (BrettPhos Palladacycle). The solvent is O1CCOCC1 (dioxane). Reaction conditions: temperature 100 celsius, time 8 hour. The product is C(C)N1C(C(=CC2=CN=C(C=C12)NC=O)C1=C(C=C(C(=C1)NC(=O)NC1=CC(=C(C=C1)F)CN1CCN(CC1)C)F)C)=O (N-(1-ethyl-3-(4-fluoro-5-(3-(4-fluoro-3-((4-methylpiperazin-1-yl)methyl)phenyl)ureido)-2-methylphenyl)-2-oxo-1,2-dihydro-1,6-naphthyridin-7-yl)formamide). Yield: 43.4%. RXN SMILES: Cl[C:2]1[CH:11]=[C:10]2[C:5]([CH:6]=[C:7]([C:15]3[C:16]([CH3:41])=[CH:17][C:18]([F:40])=[C:19]([NH:21][C:22]([NH:24][C:25]4[CH:30]=[CH:29][C:28]([F:31])=[C:27]([CH2:32][N:33]5[CH2:38][CH2:37][N:36]([CH3:39])[CH2:35][CH2:34]5)[CH:26]=4)=[O:23])[CH:20]=3)[C:8](=[O:14])[N:9]2[CH2:12][CH3:13])=[CH:4][N:3]=1.[CH:42]([NH2:44])=[O:43].C([O-])([O-])=O.[K+].[K+]>O1CCOCC1.CC(C1C=C(C(C)C)C(C2C(P(C3CCCCC3)C3CCCCC3)=C(OC)C=CC=2OC)=C(C(C)C)C=1)C.C1C=[C-]C(CCN)=CC=1.Cl[Pd+]>[CH2:12]([N:9]1[C:10]2[C:5](=[CH:4][N:3]=[C:2]([NH:44][CH:42]=[O:43])[CH:11]=2)[CH:6]=[C:7]([C:15]2[CH:20]=[C:19]([NH:21][C:22]([NH:24][C:25]3[CH:30]=[CH:29][C:28]([F:31])=[C:27]([CH2:32][N:33]4[CH2:38][CH2:37][N:36]([CH3:39])[CH2:35][CH2:34]4)[CH:26]=3)=[O:23])[C:18]([F:40])=[CH:17][C:16]=2[CH3:41])[C:8]1=[O:14])[CH3:13] |f:2.3.4,6.7.8|. Reported procedure: A mixture of 1-(5-(7-chloro-1-ethyl-2-oxo-1,2-dihydro-1,6-naphthyridin-3-yl)-2-fluoro-4-methylphenyl)-3-(4-fluoro-3-((4-methylpiperazin-1-yl)methyl)phenyl)urea (0.120 g, 0.207 mmol), formamide (0.041 ml, 1.033 mmol) and K2CO3 (0.057 g, 0.413 mmol) in dioxane (3 mL) was sparged with Ar, treated with BrettPhos Palladacycle (8.05 mg, 10.33 μmol), sparged again with Ar, and heated to 100° C. for 1 h. The mixture was cooled to RT, treated with EtOAc and satd. NaHCO3, filtered to remove insoluble mate... Starting materials: COC(OC)N(C)C, Cc1ccccc1, N#Cc1c(F)ccc(F)c1N. The product is CN(C)C=Nc1c(F)ccc(F)c1C#N. As a reaction SMILES: [CH3:12][O:13][CH:14]([N:15]([CH3:16])[CH3:17])[O:18][CH3:19].[CH3:20][c:21]1[cH:22][cH:23][cH:24][cH:25][cH:26]1.[NH2:1][c:2]1[c:3]([C:4]#[N:5])[c:6]([F:11])[cH:7][cH:8][c:9]1[F:10]>>[N:1]([c:2]1[c:3]([C:4]#[N:5])[c:6]([F:11])[cH:7][cH:8][c:9]1[F:10])=[CH:14][N:15]([CH3:16])[CH3:17]. The reactants are ClCC1=CC=C(C=C1)NC(=O)C1=CC2=CC(=CC=C2CC1)C1=CC=C(C=C1)C (N-[4-(chloromethyl)-phenyl]-7-(4-methylphenyl)-3,4-dihydronaphthalene-2-carboxamide), C(C)N1CCCCC1 (1-ethylpiperidine), C(C)(=O)OCC (ethyl acetate). The solvent is CN(C)C=O (DMF). Conditions: time 20 hour. Product: [Cl-].C(C)[N+]1(CCCCC1)CC1=CC=C(C=C1)NC(=O)C1=CC2=CC(=CC=C2CC1)C1=CC=C(C=C1)C (1-ethyl-1-[4-[7-(4-methylphenyl)-3,4-dihydronaphthalene-2-carboxamido]benzyl]piperidinium chloride). As a reaction SMILES: [Cl:1][CH2:2][C:3]1[CH:8]=[CH:7][C:6]([NH:9][C:10]([C:12]2[CH2:21][CH2:20][C:19]3[C:14](=[CH:15][C:16]([C:22]4[CH:27]=[CH:26][C:25]([CH3:28])=[CH:24][CH:23]=4)=[CH:17][CH:18]=3)[CH:13]=2)=[O:11])=[CH:5][CH:4]=1.[CH2:29]([N:31]1[CH2:36][CH2:35][CH2:34][CH2:33][CH2:32]1)[CH3:30].C(OCC)(=O)C>CN(C=O)C>[Cl-:1].[CH2:29]([N+:31]1([CH2:2][C:3]2[CH:8]=[CH:7][C:6]([NH:9][C:10]([C:12]3[CH2:21][CH2:20][C:19]4[C:14](=[CH:15][C:16]([C:22]5[CH:27]=[CH:26][C:25]([CH3:28])=[CH:24][CH:23]=5)=[CH:17][CH:18]=4)[CH:13]=3)=[O:11])=[CH:5][CH:4]=2)[CH2:36][CH2:35][CH2:34][CH2:33][CH2:32]1)[CH3:30] |f:4.5|. Procedure: In DMF (3ml) was dissolved N-[4-(chloromethyl)-phenyl]-7-(4-methylphenyl)-3,4-dihydronaphthalene-2-carboxamide (150mg), and to the mixture was added 1-ethylpiperidine (159 μl). The mixture was stirred at room temperature for 20 hours. Tothe reaction mixture was added ethyl acetate (100ml), and the resulting precipitate was filtered to give 1-ethyl-1-[4-[7-(4-methylphenyl)-3,4-dihydronaphthalene-2-carboxamido]benzyl]piperidinium chloride (Compound 34) (156mg) as colorless crystals.